Dataset: the Open Reaction Database (ORD), a public repository of structured organic reaction records. Task: describe an organic reaction: reactants, conditions, products, and yield Starting materials: CI, CC#N, O=C(CNC(=O)c1cccc(C(F)(F)F)c1)NCC1CCN(Cc2ccc(Cl)cc2)CC1. Yields the product C[N+]1(Cc2ccc(Cl)cc2)CCC(CNC(=O)CNC(=O)c2cccc(C(F)(F)F)c2)CC1, [I-]. As a reaction SMILES: [CH3:1][I:2].[CH3:35][C:36]#[N:37].[Cl:3][c:4]1[cH:5][cH:6][c:7]([CH2:8][N:9]2[CH2:10][CH2:11][CH:12]([CH2:15][NH:16][C:17]([CH2:18][NH:19][C:20]([c:21]3[cH:22][c:23]([C:27]([F:28])([F:29])[F:30])[cH:24][cH:25][cH:26]3)=[O:31])=[O:32])[CH2:13][CH2:14]2)[cH:33][cH:34]1>>[CH3:1][N+:9]1([CH2:8][c:7]2[cH:6][cH:5][c:4]([Cl:3])[cH:34][cH:33]2)[CH2:10][CH2:11][CH:12]([CH2:15][NH:16][C:17]([CH2:18][NH:19][C:20]([c:21]2[cH:22][c:23]([C:27]([F:28])([F:29])[F:30])[cH:24][cH:25][cH:26]2)=[O:31])=[O:32])[CH2:13][CH2:14]1.[I-:2].